Dataset: the Open Reaction Database (ORD), a public repository of structured organic reaction records. Task: describe an organic reaction: reactants, conditions, products, and yield The reactants are CCCc1nc(CC)n(-c2cccc(C(C)=O)c2)c(=O)c1Cc1ccc(-c2ccccc2C#N)cc1, [Cl-], [Li]C, [NH4+], C1CCOC1. Yields the product CCCc1nc(CC)n(-c2cccc(C(C)(C)O)c2)c(=O)c1Cc1ccc(-c2ccccc2C#N)cc1. As a reaction SMILES: [C:1]([CH3:2])(=[O:3])[c:4]1[cH:5][c:6](-[n:10]2[c:11]([CH2:35][CH3:36])[n:12][c:13]([CH2:32][CH2:33][CH3:34])[c:14]([CH2:17][c:18]3[cH:19][cH:20][c:21](-[c:24]4[c:25]([C:30]#[N:31])[cH:26][cH:27][cH:28][cH:29]4)[cH:22][cH:23]3)[c:15]2=[O:16])[cH:7][cH:8][cH:9]1.[Cl-:39].[Li:37][CH3:38].[NH4+:40].[O:41]1[CH2:42][CH2:43][CH2:44][CH2:45]1>>[C:1]([CH3:2])([OH:3])([c:4]1[cH:5][c:6](-[n:10]2[c:11]([CH2:35][CH3:36])[n:12][c:13]([CH2:32][CH2:33][CH3:34])[c:14]([CH2:17][c:18]3[cH:19][cH:20][c:21](-[c:24]4[c:25]([C:30]#[N:31])[cH:26][cH:27][cH:28][cH:29]4)[cH:22][cH:23]3)[c:15]2=[O:16])[cH:7][cH:8][cH:9]1)[CH3:38]. Reactants: C(C1=CC=CC=C1)C=1C(=NC(=NC1)N1CCN(CC1)C(=O)OC(C)(C)C)C (tert-butyl 4-(5-benzyl-4-methylpyrimidin-2-yl)piperazine-1-carboxylate), Cl.O1CCOCC1 (HCl dioxane). The solvent is O1CCOCC1 (dioxane). Reaction conditions: time 2 hour. Product: C(C1=CC=CC=C1)C=1C(=NC(=NC1)N1CCNCC1)C (5-benzyl-4-methyl-2-(piperazin-1-yl)pyrimidine). Reaction SMILES: [CH2:1]([C:8]1[C:9]([CH3:27])=[N:10][C:11]([N:14]2[CH2:19][CH2:18][N:17](C(OC(C)(C)C)=O)[CH2:16][CH2:15]2)=[N:12][CH:13]=1)[C:2]1[CH:7]=[CH:6][CH:5]=[CH:4][CH:3]=1.Cl.O1CCOCC1>O1CCOCC1>[CH2:1]([C:8]1[C:9]([CH3:27])=[N:10][C:11]([N:14]2[CH2:19][CH2:18][NH:17][CH2:16][CH2:15]2)=[N:12][CH:13]=1)[C:2]1[CH:7]=[CH:6][CH:5]=[CH:4][CH:3]=1 |f:1.2|. Reported procedure: To a solution of tert-butyl 4-(5-benzyl-4-methylpyrimidin-2-yl)piperazine-1-carboxylate (250 mg, 0.68 mmol) in dioxane (2 mL) was added 4 M HCl-dioxane (2 mL). The reaction mixture was stirred at RT for 2 h and then concentrated to afford crude 5-benzyl-4-methyl-2-(piperazin-1-yl)pyrimidine. MS (ES+) C16H20N4 requires: 268, found: 269 [M+H]+. Reactants: crude product, BrC1=C2C=CN(C2=CC(=C1)OC)S(=O)(=O)C1=CC=CC=C1 (4-Bromo-6-methoxy-1-(phenylsulfonyl)-1H-indole), BrC1=C2C=CN(C2=CC(=C1)OC)S(=O)(=O)C1=CC=CC=C1 (4-Bromo-6-methoxy-1-(phenylsulfonyl)-1H-indole), C(CCC)[Sn](C=C)(CCCC)CCCC (tributyl(vinyl)stannane), bis(triphenylphosphine)palladium(II)acetate. The solvent is C1(=CC=CC=C1)C (toluene). Conditions: temperature 110 celsius, time 16 hour. The product is COC1=CC(=C2C=CN(C2=C1)S(=O)(=O)C1=CC=CC=C1)C=C (6-Methoxy-1-(phenylsulfonyl)-4-vinyl-1H-indole). Yield: 106.4%. As a reaction SMILES: Br[C:2]1[CH:10]=[C:9]([O:11][CH3:12])[CH:8]=[C:7]2[C:3]=1[CH:4]=[CH:5][N:6]2[S:13]([C:16]1[CH:21]=[CH:20][CH:19]=[CH:18][CH:17]=1)(=[O:15])=[O:14].[CH2:22]([Sn](CCCC)(CCCC)C=C)[CH2:23]CC>C1(C)C=CC=CC=1>[CH3:12][O:11][C:9]1[CH:8]=[C:7]2[C:3]([CH:4]=[CH:5][N:6]2[S:13]([C:16]2[CH:21]=[CH:20][CH:19]=[CH:18][CH:17]=2)(=[O:15])=[O:14])=[C:2]([CH:22]=[CH2:23])[CH:10]=1. Procedure details: 4-Bromo-6-methoxy-1-(phenylsulfonyl)-1H-indole (0.33 g, 0.9 mmol; Intermediate 32) was dissolved in dry toluene (4 mL) and tributyl(vinyl)stannane (0.53 mL, 1.8 mmol) and bis(triphenylphosphine)palladium(II)acetate (0.03 g, 0.05 mmol) were added. The mixture was stirred in STEM-block at 110° C. for 16 h. The crude product was combined with an earlier batch of this intermediate, filtrated and the solvent was evaporated. The residue was purified by flash chromatography using isohexane:dichlorometh...